This data is from the Open Reaction Database (ORD), a public repository of structured organic reaction records. The task is: describe an organic reaction: reactants, conditions, products, and yield Starting materials: [BH3-]C#N, CN, CO, [Na+], CC(=O)CC1(c2ccccc2)C=CCC=C1. The product is CNC(C)CC1(c2ccccc2)C=CCC=C1. RXN SMILES: [C:19](#[N:20])[BH3-:21].[CH3:1][NH2:2].[CH3:23][OH:24].[Na+:22].[c:3]1([C:9]2([CH2:15][C:16]([CH3:17])=[O:18])[CH:10]=[CH:11][CH2:12][CH:13]=[CH:14]2)[cH:4][cH:5][cH:6][cH:7][cH:8]1>>[c:3]1([C:9]2([CH2:15][CH:16]([CH3:17])[NH:20][CH3:19])[CH:10]=[CH:11][CH2:12][CH:13]=[CH:14]2)[cH:4][cH:5][cH:6][cH:7][cH:8]1.